Dataset: the Open Reaction Database (ORD), a public repository of structured organic reaction records. Task: describe an organic reaction: reactants, conditions, products, and yield Starting materials: CN(C)C=O, Fc1ccc(C([SiH2]CCl)c2ccc(F)cc2)cc1, [Na], O, c1nc[nH]n1. Product: Fc1ccc(C([SiH2]Cn2cncn2)c2ccc(F)cc2)cc1. Reaction SMILES: [CH3:25][N:26]([CH3:27])[CH:28]=[O:29].[F:7][c:8]1[cH:9][cH:10][c:11]([CH:14]([c:15]2[cH:16][cH:17][c:18]([F:21])[cH:19][cH:20]2)[SiH2:22][CH2:23][Cl:24])[cH:12][cH:13]1.[Na:6].[OH2:30].[nH:1]1[n:2][cH:3][n:4][cH:5]1>>[n:1]1([CH2:23][SiH2:22][CH:14]([c:11]2[cH:10][cH:9][c:8]([F:7])[cH:13][cH:12]2)[c:15]2[cH:16][cH:17][c:18]([F:21])[cH:19][cH:20]2)[n:2][cH:3][n:4][cH:5]1.